This data is from the Open Reaction Database (ORD), a public repository of structured organic reaction records. The task is: describe an organic reaction: reactants, conditions, products, and yield Starting materials: O1CCOCC1 (1,4-Dioxane), BrC1=C2C=C(NC2=CC=C1)Cl (4-Bromo-2-chloro-1H-indole), CC=1SC=C(N1)C(=O)NC=1C2=CN(N=C2C=C(C1)B1OC(CC(O1)(C)C)(C)C)C1OCCCC1 (2-methyl-N-[2-(tetrahydro-2H-pyran-2-yl)-6-(4,4,6,6-tetramethyl-1,3,2-dioxaborinan-2-yl)-2H-indazol-4-yl]-1,3-thiazole-4-carboxamide), C([O-])([O-])=O.[Na+].[Na+] (sodium carbonate). Reagents/catalysts: C1=CC=C(C=C1)P([C-]2C=CC=C2)C3=CC=CC=C3.C1=CC=C(C=C1)P([C-]2C=CC=C2)C3=CC=CC=C3.Cl[Pd]Cl.[Fe+2] (Pd(dppf)Cl2). Run in O (water). Run at temperature 140 celsius. The product is CC=1SC=C(N1)C(=O)NC1=C2C=NNC2=CC(=C1)C1=C2CC(NC2=CC=C1)=O (2-Methyl-N-[6-(2-oxo-2,3-dihydro-1H-indol-4-yl)-1H-indazol-4-yl]-1,3-thiazole-4-carboxamide). Reaction SMILES: Br[C:2]1[CH:10]=[CH:9][CH:8]=[C:7]2[C:3]=1[CH:4]=[C:5](Cl)[NH:6]2.[CH3:12][C:13]1[S:14][CH:15]=[C:16]([C:18]([NH:20][C:21]2[C:22]3[C:26]([CH:27]=[C:28](B4OC(C)(C)CC(C)(C)O4)[CH:29]=2)=[N:25][N:24](C2CCCCO2)[CH:23]=3)=[O:19])[N:17]=1.C(=O)([O-])[O-:47].[Na+].[Na+].O1CCOCC1>C1C=CC(P(C2C=CC=CC=2)[C-]2C=CC=C2)=CC=1.C1C=CC(P(C2C=CC=CC=2)[C-]2C=CC=C2)=CC=1.Cl[Pd]Cl.[Fe+2].O>[CH3:12][C:13]1[S:14][CH:15]=[C:16]([C:18]([NH:20][C:21]2[CH:29]=[C:28]([C:2]3[CH:10]=[CH:9][CH:8]=[C:7]4[C:3]=3[CH2:4][C:5](=[O:47])[NH:6]4)[CH:27]=[C:26]3[C:22]=2[CH:23]=[N:24][NH:25]3)=[O:19])[N:17]=1 |f:2.3.4,6.7.8.9|. Reported procedure: 4-Bromo-2-chloro-1H-indole (24 mg), 2-methyl-N-[2-(tetrahydro-2H-pyran-2-yl)-6-(4,4,6,6-tetramethyl-1,3,2-dioxaborinan-2-yl)-2H-indazol-4-yl]-1,3-thiazole-4-carboxamide (50 mg), Pd(dppf)Cl2 (8 mg) and sodium carbonate (44 mg) were added to a microwave vial. 1,4-Dioxane (0.5 ml) and water (0.5 ml) were added and the reaction was heated in the microwave at 140° C. for 20 min. The reaction was passed through a 1 g silica cartridge washing with DCM:methanol. The solvent was evaporated in the blow do... Starting materials: CC(C)C(O)c1cncnc1, ClCCl, O=[Cr](=O)=O, c1ccncc1. The product is CC(C)C(=O)c1cncnc1. RXN SMILES: [CH3:11][CH:12]([CH:13]([OH:14])[c:15]1[cH:16][n:17][cH:18][n:19][cH:20]1)[CH3:21].[Cl:22][CH2:23][Cl:24].[O:1]=[Cr:2](=[O:3])=[O:4].[cH:5]1[cH:6][cH:7][n:8][cH:9][cH:10]1>>[CH3:11][CH:12]([C:13](=[O:14])[c:15]1[cH:16][n:17][cH:18][n:19][cH:20]1)[CH3:21].